This data is from the Open Reaction Database (ORD), a public repository of structured organic reaction records. The task is: describe an organic reaction: reactants, conditions, products, and yield Reactants: CCC(=O)Cl, CN(C)c1ccccc1, CN(C)c1ccncc1, ClC(Cl)Cl, CCC(=O)N1CCC(=O)c2cc(O)ccc21. Yields the product CCC(=O)Oc1ccc2c(c1)C(=O)CCN2C(=O)CC. Reaction SMILES: [C:1]([CH2:2][CH3:3])(=[O:4])[Cl:5].[CH3:22][N:23]([c:24]1[cH:25][cH:26][cH:27][cH:28][cH:29]1)[CH3:30].[CH3:35][N:36]([CH3:37])[c:38]1[cH:39][cH:40][n:41][cH:42][cH:43]1.[CH:31]([Cl:32])([Cl:33])[Cl:34].[OH:6][c:7]1[cH:8][c:9]2[c:14]([cH:15][cH:16]1)[N:13]([C:17]([CH2:18][CH3:19])=[O:20])[CH2:12][CH2:11][C:10]2=[O:21]>>[C:1]([CH2:2][CH3:3])(=[O:4])[O:6][c:7]1[cH:8][c:9]2[c:14]([cH:15][cH:16]1)[N:13]([C:17]([CH2:18][CH3:19])=[O:20])[CH2:12][CH2:11][C:10]2=[O:21].